This data is from the Open Reaction Database (ORD), a public repository of structured organic reaction records. The task is: describe an organic reaction: reactants, conditions, products, and yield Starting materials: Cc1ccc([N+](=O)[O-])cc1N1Cc2cnc(Nc3cccc(N(C)C)c3)nc2N(C)C1=O, CO, CN(C)C=O. As a reaction SMILES: [CH3:1][N:2]([c:3]1[cH:4][c:5]([NH:9][c:10]2[n:11][cH:12][c:13]3[c:14]([n:15]2)[N:16]([CH3:31])[C:17](=[O:30])[N:18]([c:20]2[c:21]([CH3:29])[cH:22][cH:23][c:24]([N+:26]([O-:27])=[O:28])[cH:25]2)[CH2:19]3)[cH:6][cH:7][cH:8]1)[CH3:32].[CH3:38][OH:39].[O:33]=[CH:34][N:35]([CH3:36])[CH3:37]>>[CH3:1][N:2]([c:3]1[cH:4][c:5]([NH:9][c:10]2[n:11][cH:12][c:13]3[c:14]([n:15]2)[N:16]([CH3:31])[C:17](=[O:30])[N:18]([c:20]2[c:21]([CH3:29])[cH:22][cH:23][c:24]([NH2:26])[cH:25]2)[CH2:19]3)[cH:6][cH:7][cH:8]1)[CH3:32]. The product is Cc1ccc(N)cc1N1Cc2cnc(Nc3cccc(N(C)C)c3)nc2N(C)C1=O.